Dataset: the Open Reaction Database (ORD), a public repository of structured organic reaction records. Task: describe an organic reaction: reactants, conditions, products, and yield Procedure details: A stirring solution of Example 1F (0.1 g, 0.159 mmol) and 2-(tert-butoxycarbonyl)-1,2,3,4-tetrahydroisoquinolin-7-ylboronic acid (0.053 g, 0.191 mmol) in N,N-dimethylformamide (1.4 mL) was treated with saturated aqueous sodium bicarbonate (0.35 mL) followed by bis(triphenylphosphine)palladium(II) chloride (0.008 g, 0.012 mmol). The suspension was heated at 65° C. for 4 hours. The reaction was cooled to ambient temperature, and ethyl acetate and water were added. The layers were separated, and th... Reagents/catalysts: Cl[Pd]([P](C1=CC=CC=C1)(C2=CC=CC=C2)C3=CC=CC=C3)([P](C4=CC=CC=C4)(C5=CC=CC=C5)C6=CC=CC=C6)Cl (bis(triphenylphosphine)palladium(II) chloride). The reactants are C(C)(=O)OCC (ethyl acetate), ClC=1C(=C2C(=NC1)N(C(=C2)I)S(=O)(=O)C2=CC=C(C)C=C2)C2=CN=C(S2)C2(CCC2)OCOC (5-(5-chloro-2-iodo-1-tosyl-1H-pyrrolo[2,3-b]pyridin-4-yl)-2-(1-(methoxymethoxy)cyclobutyl)thiazole), C(C)(C)(C)OC(=O)N1CC2=CC(=CC=C2CC1)B(O)O (2-(tert-butoxycarbonyl)-1,2,3,4-tetrahydroisoquinolin-7-ylboronic acid), C([O-])(O)=O.[Na+] (sodium bicarbonate). As a reaction SMILES: [Cl:1][C:2]1[C:3]([C:22]2[S:26][C:25]([C:27]3([O:31][CH2:32][O:33][CH3:34])[CH2:30][CH2:29][CH2:28]3)=[N:24][CH:23]=2)=[C:4]2[CH:10]=[C:9](I)[N:8]([S:12]([C:15]3[CH:21]=[CH:20][C:18]([CH3:19])=[CH:17][CH:16]=3)(=[O:14])=[O:13])[C:5]2=[N:6][CH:7]=1.[C:35]([O:39][C:40]([N:42]1[CH2:51][CH2:50][C:49]2[C:44](=[CH:45][C:46](B(O)O)=[CH:47][CH:48]=2)[CH2:43]1)=[O:41])([CH3:38])([CH3:37])[CH3:36].C(=O)(O)[O-].[Na+].C(OCC)(=O)C>CN(C)C=O.Cl[Pd](Cl)([P](C1C=CC=CC=1)(C1C=CC=CC=1)C1C=CC=CC=1)[P](C1C=CC=CC=1)(C1C=CC=CC=1)C1C=CC=CC=1.O>[Cl:1][C:2]1[C:3]([C:22]2[S:26][C:25]([C:27]3([O:31][CH2:32][O:33][CH3:34])[CH2:30][CH2:29][CH2:28]3)=[N:24][CH:23]=2)=[C:4]2[CH:10]=[C:9]([C:46]3[CH:45]=[C:44]4[C:49]([CH2:50][CH2:51][N:42]([C:40]([O:39][C:35]([CH3:38])([CH3:37])[CH3:36])=[O:41])[CH2:43]4)=[CH:48][CH:47]=3)[N:8]([S:12]([C:15]3[CH:21]=[CH:20][C:18]([CH3:19])=[CH:17][CH:16]=3)(=[O:14])=[O:13])[C:5]2=[N:6][CH:7]=1 |f:2.3,^1:73,92|. Reaction conditions: temperature 65 celsius. The solvent is O (water), CN(C=O)C (N,N-dimethylformamide). The product is ClC=1C(=C2C(=NC1)N(C(=C2)C2=CC=C1CCN(CC1=C2)C(=O)OC(C)(C)C)S(=O)(=O)C2=CC=C(C)C=C2)C2=CN=C(S2)C2(CCC2)OCOC (tert-butyl 7-(5-chloro-4-(2-(1-(methoxymethoxy)cyclobutyl)thiazol-5-yl)-1-tosyl-1H-pyrrolo[2,3-b]pyridin-2-yl)-3,4-dihydroisoquinoline-2(1H)-carboxylate). Solvent: O1CCCC1 (tetrahydrofuran). Yield: 39.8%. Procedure details: To a mixture of 4,7-dihydro-6-ethoxycarbonyl-2-(4-fluorophenyl)-3-(pyridin-4-yl)-7-oxopyrazolo[1,5-a]pyrimidine (100 mg) in tetrahydrofuran (4 ml) was added lithium borohydride (2 mole in tetrahydrofuran, 0.26 ml) at room temperature and the mixture was refluxed for 1 hour. After cooling, the reaction mixture was quenched with an aqueous saturated ammonium chloride solution and extracted with ethyl acetate. The extracts were washed with brine, dried and concentrated in vacuo. The residue was cry... RXN SMILES: [CH2:1]([O:3][C:4]([C:6]1[C:11](=[O:12])[N:10]2[N:13]=[C:14]([C:22]3[CH:27]=[CH:26][C:25]([F:28])=[CH:24][CH:23]=3)[C:15]([C:16]3[CH:21]=[CH:20][N:19]=[CH:18][CH:17]=3)=[C:9]2[NH:8][CH:7]=1)=[O:5])[CH3:2].[BH4-].[Li+]>O1CCCC1>[CH2:1]([O:3][C:4]([CH:6]1[C:11](=[O:12])[N:10]2[N:13]=[C:14]([C:22]3[CH:23]=[CH:24][C:25]([F:28])=[CH:26][CH:27]=3)[C:15]([C:16]3[CH:21]=[CH:20][N:19]=[CH:18][CH:17]=3)=[C:9]2[NH:8][CH2:7]1)=[O:5])[CH3:2] |f:1.2|. Starting materials: C(C)OC(=O)C1=CNC=2N(C1=O)N=C(C2C2=CC=NC=C2)C2=CC=C(C=C2)F (4,7-dihydro-6-ethoxycarbonyl-2-(4-fluorophenyl)-3-(pyridin-4-yl)-7-oxopyrazolo[1,5-a]pyrimidine), [BH4-].[Li+] (lithium borohydride). Product: C(C)OC(=O)C1CNC=2N(C1=O)N=C(C2C2=CC=NC=C2)C2=CC=C(C=C2)F (6-ethoxycarbonyl-2-(4-fluorophenyl)-7-oxo-3-(pyridin-4-yl)-4,5,6,7-tetrahydropyrazolo[1,5-a]pyrimidine). Yields the product CCN1CCC(N(C)Cc2cc3nc(Cl)nc(N4CCOCC4)c3s2)CC1. Reactants: CCN1CCC(=O)CC1, CCOCC, CO, CNCc1cc2nc(Cl)nc(N3CCOCC3)c2s1. Reaction SMILES: [CH2:20]([CH3:21])[N:22]1[CH2:23][CH2:24][C:25](=[O:28])[CH2:26][CH2:27]1.[CH3:29][CH2:30][O:31][CH2:32][CH3:33].[CH3:34][OH:35].[Cl:1][c:2]1[n:3][c:4]([N:14]2[CH2:15][CH2:16][O:17][CH2:18][CH2:19]2)[c:5]2[c:6]([n:7]1)[cH:8][c:9]([CH2:11][NH:12][CH3:13])[s:10]2>>[Cl:1][c:2]1[n:3][c:4]([N:14]2[CH2:15][CH2:16][O:17][CH2:18][CH2:19]2)[c:5]2[c:6]([n:7]1)[cH:8][c:9]([CH2:11][N:12]([CH3:13])[CH:25]1[CH2:24][CH2:23][N:22]([CH2:20][CH3:21])[CH2:27][CH2:26]1)[s:10]2. The reactants are C(\C=C\C(=O)O)(=O)O.C=1SC=C2SC3=C(N=C(C21)N2CCN(CC2)CCO)C=CC=C3.C=3SC=C2SC1=C(N=C(C23)N2CCN(CC2)CCO)C=CC=C1 (4-(Thieno[3,4-b][1,5]benzothiazepin-10-yl)-1-piperazineethanol hemifumarate), CN1CCNCC1 (N-methylpiperazine), C(\C=C\C(=O)[O-])(=O)[O-] (fumarate). Solvent: C1(=CC=CC=C1)C (toluene). The product is C(\C=C\C(=O)O)(=O)O.CN1CCN(CC1)C=1C=2C(SC3=C(N1)C=CC=C3)=CSC2 (10-(4-Methyl-1-piperazinyl)-thieno[3,4-b][1,5]benzothiazepine fumarate). Reaction SMILES: [C:1]([OH:8])(=[O:7])/[CH:2]=[CH:3]/[C:4]([OH:6])=[O:5].[CH:9]1[S:10][CH:11]=[C:12]2[C:18]=1[C:17]([N:19]1[CH2:24][CH2:23][N:22]([CH2:25]CO)[CH2:21][CH2:20]1)=[N:16][C:15]1[CH:28]=[CH:29][CH:30]=[CH:31][C:14]=1[S:13]2.C1SC=C2C=1C(N1CCN(CCO)CC1)=NC1C=CC=CC=1S2.CN1CCNCC1.C([O-])(=O)/C=C/C([O-])=O>C1(C)C=CC=CC=1>[C:1]([OH:8])(=[O:7])/[CH:2]=[CH:3]/[C:4]([OH:6])=[O:5].[CH3:25][N:22]1[CH2:23][CH2:24][N:19]([C:17]2[C:18]3[C:12](=[CH:11][S:10][CH:9]=3)[S:13][C:14]3[CH:31]=[CH:30][CH:29]=[CH:28][C:15]=3[N:16]=2)[CH2:20][CH2:21]1 |f:0.1.2,6.7|. Procedure: 10-Chloro-thieno[3,4-b][1,5]benzothiazepine (Example 14) is reacted with N-methylpiperazine in toluene giving the base compound, which is then converted to the fumarate, m.p. 186°-188° C. The reactants are C([O-])([O-])=O.[Na+].[Na+] (sodium carbonate), C1(CCCCC1)OC1=CC=C(C=C1)B(O)O (4-(cyclohexyloxy)phenylboronic acid), BrC=1C(=NC=C(C1)Cl)N (3-bromo-5-chloropyridin-2-amine). Reagents/catalysts: C=1C=CC(=CC1)[P](C=2C=CC=CC2)(C=3C=CC=CC3)[Pd]([P](C=4C=CC=CC4)(C=5C=CC=CC5)C=6C=CC=CC6)([P](C=7C=CC=CC7)(C=8C=CC=CC8)C=9C=CC=CC9)[P](C=1C=CC=CC1)(C=1C=CC=CC1)C=1C=CC=CC1 (tetrakis(triphenylphosphine)palladium(0)). Solvent: COCCOC (DME), O (water). Run at temperature 80 celsius, time 5 hour. Product: ClC=1C=C(C(=NC1)N)C1=CC=C(C=C1)OC1CCCCC1 (5-chloro-3-[4-(cyclohexyloxy)phenyl]pyridin-2-amine). Yield: 48.4%. RXN SMILES: C(=O)([O-])[O-].[Na+].[Na+].[CH:7]1([O:13][C:14]2[CH:19]=[CH:18][C:17](B(O)O)=[CH:16][CH:15]=2)[CH2:12][CH2:11][CH2:10][CH2:9][CH2:8]1.Br[C:24]1[C:25]([NH2:31])=[N:26][CH:27]=[C:28]([Cl:30])[CH:29]=1>COCCOC.O.C1C=CC([P]([Pd]([P](C2C=CC=CC=2)(C2C=CC=CC=2)C2C=CC=CC=2)([P](C2C=CC=CC=2)(C2C=CC=CC=2)C2C=CC=CC=2)[P](C2C=CC=CC=2)(C2C=CC=CC=2)C2C=CC=CC=2)(C2C=CC=CC=2)C2C=CC=CC=2)=CC=1>[Cl:30][C:28]1[CH:29]=[C:24]([C:17]2[CH:18]=[CH:19][C:14]([O:13][CH:7]3[CH2:12][CH2:11][CH2:10][CH2:9][CH2:8]3)=[CH:15][CH:16]=2)[C:25]([NH2:31])=[N:26][CH:27]=1 |f:0.1.2,^1:42,44,63,82|. Procedure: A mixture of sodium carbonate (307 mg), tetrakis(triphenylphosphine)palladium(0) (50.1 mg), 4-(cyclohexyloxy)phenylboronic acid (414 mg) and 3-bromo-5-chloropyridin-2-amine (300 mg) in DME (15 mL) and water (3 mL) was stirred at 80° C. for 5 hr. Silica gel was added and the mixture was concentrated in vacuo. The residue was purified by column chromatography (silica gel, eluted with EtOAc in hexane) to give the title compound (212 mg) as a yellow gum. Starting materials: C(C1=CC=CC=C1)(C1=CC=CC=C1)(C1=CC=CC=C1)Cl (Trityl chloride), C(C)NCCN (N-ethylethlenediamine). The solvent is CCOC(=O)C.CO (EtOAc MeOH). The product is C(C1=CC=CC=C1)(C1=CC=CC=C1)(C1=CC=CC=C1)NCCNCC (Trityl-N-Ethylethylenediamine). Reaction SMILES: [C:1](Cl)([C:14]1[CH:19]=[CH:18][CH:17]=[CH:16][CH:15]=1)([C:8]1[CH:13]=[CH:12][CH:11]=[CH:10][CH:9]=1)[C:2]1[CH:7]=[CH:6][CH:5]=[CH:4][CH:3]=1.[CH2:21]([NH:23][CH2:24][CH2:25][NH2:26])[CH3:22]>CCOC(C)=O.CO>[C:1]([NH:26][CH2:25][CH2:24][NH:23][CH2:21][CH3:22])([C:14]1[CH:19]=[CH:18][CH:17]=[CH:16][CH:15]=1)([C:8]1[CH:13]=[CH:12][CH:11]=[CH:10][CH:9]=1)[C:2]1[CH:7]=[CH:6][CH:5]=[CH:4][CH:3]=1 |f:2.3|. Reported procedure: Trityl chloride (˜3.45 g, ˜12.5 mmol) was slowly added into N-ethylethlenediamine (˜1.1 g, ˜12.5 mmol) DCM (methylene chloride) solution with stirring. After the reaction mixture was stirred at room temperature overnight (˜23 hours), HPLC indicated that the reaction was complete. After Biotage silica gel chromatography was performed (EtOAc/MeOH), Compound 2 was obtained as a white solid (˜3.5 g, ˜85% isolated yield), and the product was confirmed by proton NMR. Reactants: FC1=C(C=CC=C1S(=O)(=O)C)N1CCNCC1 (1-[2-fluoro-3-(methylsulfonyl)phenyl]piperazine), amine, Cl (hydrochloric acid), C([O-])([O-])=O.[K+].[K+] (potassium carbonate), ICC (iodoethane). The solvent is C(C)#N (acetonitrile). Yields the product C(C)N1CCN(CC1)C1=C(C(=CC=C1)S(=O)(=O)C)F (1-ETHYL-4-[2-FLUORO-3-(METHYLSULFONYL)PHENYL]PIPERAZINE). Reaction SMILES: [F:1][C:2]1[C:7]([S:8]([CH3:11])(=[O:10])=[O:9])=[CH:6][CH:5]=[CH:4][C:3]=1[N:12]1[CH2:17][CH2:16][NH:15][CH2:14][CH2:13]1.C(=O)([O-])[O-].[K+].[K+].I[CH2:25][CH3:26].Cl>C(#N)C>[CH2:25]([N:15]1[CH2:16][CH2:17][N:12]([C:3]2[CH:4]=[CH:5][CH:6]=[C:7]([S:8]([CH3:11])(=[O:9])=[O:10])[C:2]=2[F:1])[CH2:13][CH2:14]1)[CH3:26] |f:1.2.3|. Procedure: Preparation according to Example 1: 1-[2-fluoro-3-(methylsulfonyl)phenyl]piperazine (0.13 g, 0.52 mmol), acetonitrile (4 ml), potassium carbonate (0.14 g, 1.1 mmol) and iodoethane (0.48 ml, 0.52 mmol). Yield: 0.09 g (60%). The amine was converted to the hydrochloric acid salt and recrystallized from ethanol/diethyl ether: M.p. 214-216° C. MS m/z (relative intensity, 70 eV) 286 (M+, 59), 272 (14), 271 (87), 201 (11), 57 (bp). Reactants: ClCl (chlorine), C23H22ClF3N4O2, CC=1C=C(C(=O)O)C=CC1C(=O)N1CCCC1 (3-methyl-4-(pyrrolidin-1-ylcarbonyl)benzoic acid), CN(C)C(=[N+](C)C)ON1C2=C(C=CC=C2)N=N1.[B-](F)(F)(F)F (TBTU), C(C)(C)N(CC)C(C)C (diisopropylethylamine), ClC1=CC2=C(NC(=N2)C(CC(F)(F)F)N)C=C1 (1-(5-chloro-1H-benzimidazol-2-yl)-3,3,3-trifluoropropylamine). Run in ClCCl.C(C)O (dichloromethane ethanol), O1CCCC1 (tetrahydrofuran). The product is ClC1=CC2=C(NC(=N2)C(CC(F)(F)F)NC(C2=CC(=C(C=C2)C(=O)N2CCCC2)C)=O)C=C1 (rac.-N-[1-(5-chloro-1H-benzimidazol-2-yl)-3,3,3-trifluoropropyl]-3-methyl-4-(pyrrolidin-1-ylcarbonyl)benzamide). The yield is 52.0%. As a reaction SMILES: [CH3:1][C:2]1[CH:3]=[C:4]([CH:8]=[CH:9][C:10]=1[C:11]([N:13]1[CH2:17][CH2:16][CH2:15][CH2:14]1)=[O:12])[C:5]([OH:7])=O.CN(C(ON1N=NC2C=CC=CC1=2)=[N+](C)C)C.[B-](F)(F)(F)F.C(N(C(C)C)CC)(C)C.[Cl:49][C:50]1[CH:65]=[CH:64][C:53]2[NH:54][C:55]([CH:57]([NH2:63])[CH2:58][C:59]([F:62])([F:61])[F:60])=[N:56][C:52]=2[CH:51]=1.ClCl>O1CCCC1.ClCCl.C(O)C>[Cl:49][C:50]1[CH:65]=[CH:64][C:53]2[NH:54][C:55]([CH:57]([NH:63][C:5](=[O:7])[C:4]3[CH:8]=[CH:9][C:10]([C:11]([N:13]4[CH2:17][CH2:16][CH2:15][CH2:14]4)=[O:12])=[C:2]([CH3:1])[CH:3]=3)[CH2:58][C:59]([F:61])([F:60])[F:62])=[N:56][C:52]=2[CH:51]=1 |f:1.2,7.8|. Reported procedure: Prepared analogously to Example 1g from 3-methyl-4-(pyrrolidin-1-ylcarbonyl)benzoic acid, TBTU, diisopropylethylamine, and 1-(5-chloro-1H-benzimidazol-2-yl)-3,3,3-trifluoropropylamine in tetrahydrofuran. Yield: 52%; Rf value: 0.50 (silica gel; dichloromethane/ethanol=9:1); C23H22ClF3N4O2 (478.90); mass spectrum: (M+H)+=479/481 (chlorine isotope). The product is C(C1=CC=CC=C1)N1N=CC(=C(C1=O)Br)Br (2-benzyl-4.5-dibromo-2H-pyridazin-3-one). The reactants are BrC1=CN=NC=C1Br.N=1NC(C=CC1)=O (4,5-dibromopyridazin 2H-pyridazin-3-one), C(C1=CC=CC=C1)Br (benzyl bromide), [OH-].[K+] (KOH). Reported procedure: A mixture of 4,5-dibromopyridazin-2H-pyridazin-3-one (10 g, 40 mmol), benzyl bromide (6.84 g, 40 mmol), 8N KOH (5 mL, 40 mmol) and DMF (40 mL) was warmed up to 50° C. and reacted for 0.5 hr. The mixture was cooled to r.t., poured over H20 (500 mL) and extracted twice with Et2O (200 mL). The combined organic layers were washed with brine, dried with MgSO4 and the solvent was removed in vacuo to give the title compound which was used for next step without further purification. As a reaction SMILES: [Br:1][C:2]1[C:7]([Br:8])=[CH:6][N:5]=[N:4][CH:3]=1.N1NC(=[O:15])C=CC=1.[CH2:16](Br)[C:17]1[CH:22]=[CH:21][CH:20]=[CH:19][CH:18]=1.[OH-].[K+]>CN(C=O)C>[CH2:16]([N:4]1[C:3](=[O:15])[C:2]([Br:1])=[C:7]([Br:8])[CH:6]=[N:5]1)[C:17]1[CH:22]=[CH:21][CH:20]=[CH:19][CH:18]=1 |f:0.1,3.4|. Reaction conditions: temperature 50 celsius. Solvent: CN(C)C=O (DMF).